The task is: describe an organic reaction: reactants, conditions, products, and yield. This data is from the Open Reaction Database (ORD), a public repository of structured organic reaction records. Starting materials: OC(CC(=O)OCC)(CCCCC)C (ethyl 3-hydroxy-3-methyloctanoate), [H-].[Al+3].[Li+].[H-].[H-].[H-] (lithium aluminum hydride), Cl (hydrochloric acid), C(C)(=O)OCC (ethyl acetate). Solvent: O1CCCC1 (tetrahydrofuran), O1CCCC1 (tetrahydrofuran). Reaction conditions: time 35 minute. The product is CC(CCO)(CCCCC)O (3-methyl-1,3-octandiol). Yield: 93.9%. RXN SMILES: [OH:1][C:2]([CH3:14])([CH2:9][CH2:10][CH2:11][CH2:12][CH3:13])[CH2:3][C:4](OCC)=[O:5].[H-].[Al+3].[Li+].[H-].[H-].[H-].C(OCC)(=O)C.Cl>O1CCCC1>[CH3:14][C:2]([OH:1])([CH2:9][CH2:10][CH2:11][CH2:12][CH3:13])[CH2:3][CH2:4][OH:5] |f:1.2.3.4.5.6|. Procedure: A solution of the compound 37 (13.86 g) in tetrahydrofuran (100 mL) was added dropwise to a suspension of lithium aluminum hydride (3.9 g) in tetrahydrofuran (100 mL) at 0° C. After 35 minutes, to the reaction solution was added ethyl acetate at 0° C. until foam was lost and 5N hydrochloric acid (20 mL) was added dropwise thereto. The solution temperature was risen to room temperature and the solution was stirred overnight. The reaction solution was dried over anhydrous magnesium sulfate, filtra... Starting materials: ClCl (chlorine), FC1=CC=C(C=C1)C1=C(N=C(S1)C)C(=O)N1C(CCCC1)CC1=CC2=NC=CC=C2O1 ((RS)-1-[5-(4-fluoro-phenyl)-2-methyl-thiazol-4-yl]-1-(2-furo[3,2-b]-pyridin-2-ylmethyl-piperidin-1-yl)methanone). The solvent is ClCCl (dichloromethane), ClCCl (dichloromethane). Conditions: temperature -12 celsius, time 0.5 hour. Yields the product ClC1=C(OC=2C1=NC=CC2)CC2N(CCCC2)C(=O)C=2N=C(SC2C2=CC=C(C=C2)F)C ((RS)-1-[2-(3-Chloro-furo[3,2-b]pyridin-2-ylmethyl)-piperidin-1-yl]-1-[5-(4-fluoro-phenyl)-2-methyl-thiazol-4-yl]-methanone). Reaction SMILES: [Cl:1]Cl.[F:3][C:4]1[CH:9]=[CH:8][C:7]([C:10]2[S:14][C:13]([CH3:15])=[N:12][C:11]=2[C:16]([N:18]2[CH2:23][CH2:22][CH2:21][CH2:20][CH:19]2[CH2:24][C:25]2[O:33][C:32]3[C:27](=[N:28][CH:29]=[CH:30][CH:31]=3)[CH:26]=2)=[O:17])=[CH:6][CH:5]=1>ClCCl>[Cl:1][C:26]1[C:27]2=[N:28][CH:29]=[CH:30][CH:31]=[C:32]2[O:33][C:25]=1[CH2:24][CH:19]1[CH2:20][CH2:21][CH2:22][CH2:23][N:18]1[C:16]([C:11]1[N:12]=[C:13]([CH3:15])[S:14][C:10]=1[C:7]1[CH:6]=[CH:5][C:4]([F:3])=[CH:9][CH:8]=1)=[O:17]. Procedure: A solution of chlorine (28 mg) in dichloromethane (3 ml) was added to a cooled (−12° C.) solution (RS)-1-[5-(4-fluoro-phenyl)-2-methyl-thiazol-4-yl]-1-(2-furo[3,2-b]-pyridin-2-ylmethyl-piperidin-1-yl)methanone, E79 (170 mg) in dichloromethane (4 ml). After stirring at −12° C. for 0.5 h the reaction mixture was stirred at room temperature for 16 h then the solution was washed with saturated aqueous NaHCO3, dried (Na2SO4) and the solvent removed in vacuo. Chromatography (silica gel, 0-100% ethyl a... Starting materials: O (water), Cl (hydrochloric acid), NC1=NC(=NC=C1)C1=CC=NC=C1 (4-amino-2-(4-pyridinyl)pyrimidine). Solvent: C(C)(C)O (isopropyl alcohol). Yields the product NC1=NC(=NC=C1)C1=CC=NC=C1 (4-amino-2-(4-pyridinyl)-pyrimidine), Cl.Cl.NC1=NC(=NC=C1)C1=CC=NC=C1 (4-amino-2-(4-pyridinyl)pyrimidine dihydrochloride), monohydrate. As a reaction SMILES: [NH2:1][C:2]1[CH:7]=[CH:6][N:5]=[C:4]([C:8]2[CH:13]=[CH:12][N:11]=[CH:10][CH:9]=2)[N:3]=1.O.[ClH:15]>C(O)(C)C>[NH2:1][C:2]1[CH:7]=[CH:6][N:5]=[C:4]([C:8]2[CH:13]=[CH:12][N:11]=[CH:10][CH:9]=2)[N:3]=1.[ClH:15].[ClH:15].[NH2:1][C:2]1[CH:7]=[CH:6][N:5]=[C:4]([C:8]2[CH:13]=[CH:12][N:11]=[CH:10][CH:9]=2)[N:3]=1 |f:5.6.7|. Reported procedure: The hydrochloride salt of 4-amino-2-(4-pyridinyl)-pyrimidine was prepared as follows: a mixture containing 10 g. of 4-amino-2-(4-pyridinyl)pyrimidine, 30 ml. of water and 20 ml. of concentrated hydrochloric acid was warmed to effect solution. To the warm solution was added isopropyl alcohol to turbidity (about 110 ml) whereuponcrystals started to separate. The mixture was cooled and the crystallized precipitate was collected, washed with isopropyl alcohol and ether and dried in vacuo at 80° C. t... The reactants are CCOC(=O)N1CC(C)C(NC2CC2)C(C)C1, CCO, [Na+], [OH-]. Yields the product CC1CNCC(C)C1NC1CC1. RXN SMILES: [C:1]([O:2][CH2:3][CH3:4])(=[O:5])[N:6]1[CH2:7][CH:8]([CH3:17])[CH:9]([NH:13][CH:14]2[CH2:15][CH2:16]2)[CH:10]([CH3:12])[CH2:11]1.[CH2:20]([OH:21])[CH3:22].[Na+:19].[OH-:18]>>[NH:6]1[CH2:7][CH:8]([CH3:17])[CH:9]([NH:13][CH:14]2[CH2:15][CH2:16]2)[CH:10]([CH3:12])[CH2:11]1. Starting materials: COCOC=1C=C2CCC(C2=CC1)=O (5-methoxymethoxyindan-1-one), CC1=CC=C(C=C1)N=CC=1C(=CC2=C(OCO2)C1)N (6[[(4-methylphenyl)imino]methyl]-1,3-benzodioxol-5-amine). Yields the product COCOC1=CC=2CC=3C(=NC=4C=C5C(=CC4C3)OCO5)C2C=C1 (8-methoxymethoxy-10H-1,3-dioxolo[4,5-g]indeno[1,2-b]quinoline). Isolated yield 15.8%. Reaction SMILES: [CH3:1][O:2][CH2:3][O:4][C:5]1[CH:6]=[C:7]2[C:11](=[CH:12][CH:13]=1)[C:10](=O)[CH2:9][CH2:8]2.CC1C=CC(N=[CH:23][C:24]2[C:25]([NH2:33])=[CH:26][C:27]3[O:31][CH2:30][O:29][C:28]=3[CH:32]=2)=CC=1>>[CH3:1][O:2][CH2:3][O:4][C:5]1[CH:13]=[CH:12][C:11]2[C:10]3=[N:33][C:25]4[CH:26]=[C:27]5[O:31][CH2:30][O:29][C:28]5=[CH:32][C:24]=4[CH:23]=[C:9]3[CH2:8][C:7]=2[CH:6]=1. Procedure details: Using the procedure of Example 1, 5-methoxymethoxyindan-1-one (327 mg, 1.7 mmol) is reacted with 6[[(4-methylphenyl)imino]methyl]-1,3-benzodioxol-5-amine (432 mg, 1.7 mmol) to yields 8-methoxymethoxy-10H-1,3-dioxolo[4,5-g]indeno[1,2-b]quinoline (86.3 mg, 15% of theory). RXN SMILES: [CH2:33]1[O:34][CH2:35][CH2:36][CH2:37]1.[CH3:1][O:2][C:3]([CH2:4][O:5][c:6]1[cH:7][cH:8][c:9](-[c:12]2[cH:13][c:14]3[c:15]([CH2:23][c:24]4[cH:25][cH:26][cH:27][cH:28][cH:29]4)[c:16]([CH3:22])[n:17]([CH3:21])[c:18]3[cH:19][cH:20]2)[cH:10][cH:11]1)=[O:30].[CH3:38][OH:39].[K+:32].[OH-:31]>>[O:2]=[C:3]([CH2:4][O:5][c:6]1[cH:7][cH:8][c:9](-[c:12]2[cH:13][c:14]3[c:15]([CH2:23][c:24]4[cH:25][cH:26][cH:27][cH:28][cH:29]4)[c:16]([CH3:22])[n:17]([CH3:21])[c:18]3[cH:19][cH:20]2)[cH:10][cH:11]1)[OH:30]. The reactants are C1CCOC1, COC(=O)COc1ccc(-c2ccc3c(c2)c(Cc2ccccc2)c(C)n3C)cc1, CO, [K+], [OH-]. Product: Cc1c(Cc2ccccc2)c2cc(-c3ccc(OCC(=O)O)cc3)ccc2n1C. Starting materials: OCC1C=CCCCCC1, O, BrP(Br)Br, c1ccncc1. The product is BrCC1C=CCCCCC1. Reaction SMILES: [CH:5]1([CH2:13][OH:14])[CH:6]=[CH:7][CH2:8][CH2:9][CH2:10][CH2:11][CH2:12]1.[OH2:21].[P:1]([Br:2])([Br:3])[Br:4].[cH:15]1[cH:16][cH:17][n:18][cH:19][cH:20]1>>[Br:2][CH2:13][CH:5]1[CH:6]=[CH:7][CH2:8][CH2:9][CH2:10][CH2:11][CH2:12]1. The reactants are C(C)OS(=O)(=O)OCC (diethylsulfate), CN(S(=O)(=O)C=1C=C(C(=O)O)C=CC1N1CCNCC1)C (3-dimethylsulfamoyl-4-(piperazine-1-yl)-benzoic acid), Cl (HCl). Run in [OH-].[Na+] (NaOH). Yields the product Cl.C(C)N1CCN(CC1)C1=C(C=C(C(=O)O)C=C1)S(N(C)C)(=O)=O (4-(4-Ethylpiperazine-1-yl)-3-dimethylsulfamoyl-benzoic acid-hydrochloride). Reaction SMILES: [CH2:1](OS(OCC)(=O)=O)[CH3:2].[CH3:10][N:11]([CH3:30])[S:12]([C:15]1[CH:16]=[C:17]([CH:21]=[CH:22][C:23]=1[N:24]1[CH2:29][CH2:28][NH:27][CH2:26][CH2:25]1)[C:18]([OH:20])=[O:19])(=[O:14])=[O:13].[ClH:31]>[OH-].[Na+]>[ClH:31].[CH2:1]([N:27]1[CH2:26][CH2:25][N:24]([C:23]2[CH:22]=[CH:21][C:17]([C:18]([OH:20])=[O:19])=[CH:16][C:15]=2[S:12](=[O:13])(=[O:14])[N:11]([CH3:30])[CH3:10])[CH2:29][CH2:28]1)[CH3:2] |f:3.4,5.6|. Reported procedure: 16 Grams of diethylsulfate were added dropwise, at room temperature, while being mixed in a vibro-mixer, to a solution of 31.5 g of 3-dimethylsulfamoyl-4-(piperazine-1-yl)-benzoic acid (0.1 mole), which had been prepared according to Example 15, in 0.3 l of 1N NaOH. The mixture was allowed to react for another 3 hours while being mixed in the vibro-mixer. Subsequently the solution was acidified with 5N HCl, and the separated hydrochloride was recrystallized from ethanol and water. Starting materials: NC1=CC=CC=C1 (aniline), ClC1=C(C(=O)Cl)C=CC=C1 (2-chlorobenzoyl chloride), BrC1=C(C(=O)Cl)C=CC=C1 (2-bromobenzoyl chloride), CC(CC=C)(C)C (4,4-dimethyl-1-pentene), FC(C1=C(C(=O)Cl)C=CC=C1)(F)F (2-(trifluoromethyl)benzoyl chloride), IC1=C(C(=O)Cl)C=CC=C1 (2-iodobenzoyl chloride). The product is CC(CC(C)C)C1=C(C=CC=C1)NC(C1=C(C=CC=C1)Br)=O (N-[2-(1,3-dimethylbutyl)phenyl]-2-bromobenzamide). Reaction SMILES: [NH2:1][C:2]1[CH:7]=[CH:6][CH:5]=[CH:4][CH:3]=1.[CH3:8][C:9](C)([CH3:13])[CH2:10][CH:11]=[CH2:12].FC(F)(F)C1C=CC=CC=1C(Cl)=O.ClC1C=CC=CC=1C(Cl)=O.[Br:38][C:39]1[CH:47]=[CH:46][CH:45]=[CH:44][C:40]=1[C:41](Cl)=[O:42].IC1C=CC=CC=1C(Cl)=O>>[CH3:12][CH:11]([C:3]1[CH:4]=[CH:5][CH:6]=[CH:7][C:2]=1[NH:1][C:41](=[O:42])[C:40]1[CH:44]=[CH:45][CH:46]=[CH:47][C:39]=1[Br:38])[CH2:10][CH:9]([CH3:13])[CH3:8]. Procedure details: Moreover, analogously to the examples mentioned above, the following compounds are obtained starting with aniline and 4,4-dimethyl-1-pentene and 2-(trifluoromethyl)benzoyl chloride, 2-chlorobenzoyl chloride, 2-bromobenzoyl chloride and 2-iodobenzoyl chloride, respectively: The reactants are C1(CCCCC1)N=C=NC1CCCCC1 (dicyclohexylcarbodiimide), O1CCCC1 (tetrahydrofuran), C1(=CC=CC=C1)CC(=O)N[C@@H](CO)C(=O)O (N-Phenylacetyl-L-serine), O.ON1N=NC2=C1C=CC=C2 (1-hydroxybenzotriazole hydrate), o-benzylhydroxylamine, O1CCCC1 (tetrahydrofuran). Conditions: temperature 0 celsius, time 16 hour. Product: N#N.C1(=CC=CC=C1)CC(=O)N[C@@H](CO)C(=O)NOCC1=CC=CC=C1 (N2 (Phenylacetyl)-N-[(phenylmethyl)oxy]-L-serinamide). RXN SMILES: [C:1]1([CH2:7][C:8]([NH:10][C@H:11]([C:14]([OH:16])=O)[CH2:12][OH:13])=[O:9])[CH:6]=[CH:5][CH:4]=[CH:3][CH:2]=1.O.O[N:19]1[C:23]2[CH:24]=[CH:25][CH:26]=[CH:27][C:22]=2N=[N:20]1.C1([N:34]=C=NC2CCCCC2)CCCCC1.[O:43]1[CH2:47]CCC1>>[N:19]#[N:20].[C:1]1([CH2:7][C:8]([NH:10][C@H:11]([C:14]([NH:34][O:43][CH2:47][C:22]2[CH:23]=[CH:24][CH:25]=[CH:26][CH:27]=2)=[O:16])[CH2:12][OH:13])=[O:9])[CH:2]=[CH:3][CH:4]=[CH:5][CH:6]=1 |f:1.2,5.6|. Reported procedure: N-Phenylacetyl-L-serine (8.8 g), 1-hydroxybenzotriazole hydrate (6.03 g) and o-benzylhydroxylamine (4.84 g) are dissolved in tetrahydrofuran (450 ml) and chilled to 0° C. A solution of dicyclohexylcarbodiimide (8.1 g), in tetrahydrofuran (50 ml) is added over a 0.5 hour period. The reaction is allowed to warm to 26° C. and stir for about 16 hours. The mixture is filtered, and the filtrate concentrated under reduced pressure to a semi-solid residue. The addition of ethyl acetate (50 ml) causes cr...